Dataset: the Open Reaction Database (ORD), a public repository of structured organic reaction records. Task: describe an organic reaction: reactants, conditions, products, and yield The reactants are S(=O)(=O)(Cl)Cl (Sulfuryl chloride), C1(=CC=CC=C1)SC1=CNC2=CC=CC=C12 (3-phenylthioindole). Solvent: ClCCl (dichloromethane). Product: ClC=1NC2=CC=CC=C2C1SC1=CC=CC=C1 (2-Chloro-3-phenylthioindole). Reaction SMILES: S(Cl)([Cl:4])(=O)=O.[C:6]1([S:12][C:13]2[C:21]3[C:16](=[CH:17][CH:18]=[CH:19][CH:20]=3)[NH:15][CH:14]=2)[CH:11]=[CH:10][CH:9]=[CH:8][CH:7]=1>ClCCl>[Cl:4][C:14]1[NH:15][C:16]2[C:21]([C:13]=1[S:12][C:6]1[CH:7]=[CH:8][CH:9]=[CH:10][CH:11]=1)=[CH:20][CH:19]=[CH:18][CH:17]=2. Procedure details: Sulfuryl chloride (0.07 ml, 0.119 g, 0.88 mmol) was added dropwise at 0° to a stirred solution of 3-phenylthioindole (0.200 g, 0.88 mmol) in dry dichloromethane (20 ml). After 1 h the reaction mixture was washed with saturated sodium bicarbonate solution, the organic phase was dried and evaporated in vacuo. The residue was subjected to thin layer chromatography on silica gel eluting the product with hexane-ethyl acetate (7:3). There was obtained the desired product which had m.p. 98°-99° after c...